describe an organic reaction: reactants, conditions, products, and yield From a dataset of the Open Reaction Database (ORD), a public repository of structured organic reaction records. Starting materials: COC(=O)c1cc(F)cc2nc(-c3ccc(CBr)cc3)oc12, CN, CO. Product: CNCc1ccc(-c2nc3cc(F)cc(C(=O)OC)c3o2)cc1. Reaction SMILES: [Br:1][CH2:2][c:3]1[cH:4][cH:5][c:6](-[c:9]2[o:10][c:11]3[c:12]([n:13]2)[cH:14][c:15]([F:22])[cH:16][c:17]3[C:18](=[O:19])[O:20][CH3:21])[cH:7][cH:8]1.[CH3:23][NH2:24].[CH3:25][OH:26]>>[CH2:2]([c:3]1[cH:4][cH:5][c:6](-[c:9]2[o:10][c:11]3[c:12]([n:13]2)[cH:14][c:15]([F:22])[cH:16][c:17]3[C:18](=[O:19])[O:20][CH3:21])[cH:7][cH:8]1)[NH:24][CH3:23]. Procedure details: This compound was prepared by aldol condensation of 2 g (0.011 mol) of (+)-(1R,5S)-5-ethyl-2,6,6-trimethyl-2-cyclohexen-1-carbaldehyde (obtained according to example 4i.) with 2 ml (0.03 mol) of acetone, in 10 ml of ethanol. After adding 0.1 ml of a 30% solution of CH3ONa in methanol, the reaction was allowed to proceed for about 65 h. Following the usual treatment, 1.3 g of 95% pure mixture were obtained, containing 83% of the above-mentioned butenone, 13% of its α-trans isomer and 4% of its α-... RXN SMILES: [CH2:1]([C@@H:3]1[C:8]([CH3:10])([CH3:9])[C@H:7]([CH:11]=O)[C:6]([CH3:13])=[CH:5][CH2:4]1)[CH3:2].[CH3:14][C:15]([CH3:17])=[O:16].CO[Na].CC(=O)C=C>C(O)C.CO>[CH2:1]([C@H:3]1[C:8]([CH3:10])([CH3:9])[C:7](/[CH:11]=[CH:14]/[C:15](=[O:16])[CH3:17])=[C:6]([CH3:13])[CH2:5][CH2:4]1)[CH3:2]. Conditions: time 65 hour. Run in C(C)O (ethanol), CO (methanol). The reactants are C(C)[C@H]1CC=C([C@H](C1(C)C)C=O)C ((+)-(1R,5S)-5-ethyl-2,6,6-trimethyl-2-cyclohexen-1-carbaldehyde), CC(=O)C (acetone), pure mixture, solution, CO[Na] (CH3ONa), CC(C=C)=O (butenone). Product: C(C)[C@@H]1CCC(=C(C1(C)C)/C=C/C(C)=O)C ((-)-(5R,E)-4-(5-ethyl-2,6,6-trimethyl-1-cyclohexen-1-yl)-3-buten-2-one). The reactants are C(=O)(C(F)(F)F)O (TFA), N1=C(N=CC=C1)N1CCC2(CCN(C2)C(=O)OC(C)(C)C)CC1 (tert-butyl 8-(pyrimidin-2-yl)-2,8-diazaspiro[4.5]decane-2-carboxylate). Solvent: C(Cl)Cl (methylene chloride). Reaction conditions: temperature 25 celsius, time 1 hour. Product: N1=C(N=CC=C1)N1CCC2(CCNC2)CC1 (8-(Pyrimidin-2-yl)-2,8-diazaspiro[4.5]decane). Reaction SMILES: C(O)(C(F)(F)F)=O.[N:8]1[CH:13]=[CH:12][CH:11]=[N:10][C:9]=1[N:14]1[CH2:30][CH2:29][C:17]2([CH2:21][N:20](C(OC(C)(C)C)=O)[CH2:19][CH2:18]2)[CH2:16][CH2:15]1>C(Cl)Cl>[N:8]1[CH:13]=[CH:12][CH:11]=[N:10][C:9]=1[N:14]1[CH2:30][CH2:29][C:17]2([CH2:21][NH:20][CH2:19][CH2:18]2)[CH2:16][CH2:15]1. Procedure: TFA (1 ml) is added to a solution of tert-butyl 8-(pyrimidin-2-yl)-2,8-diazaspiro[4.5]decane-2-carboxylate (0.53 mmol, 1.0 eq.) in methylene chloride (5 ml) at 0° C. and the reaction mixture is stirred at 25° C. for 1 h. When the reaction was complete, the solvent was removed in vacuo in order to obtain the desired amine (AMN-25). The reactants are CS(=O)C1=NN2C(C=N1)=CC=C2C2=CC=C(C=C2)S(=O)(=O)C (2-Methanesulfinyl-7-(4-methanesulfonyl-phenyl)-pyrrolo[2,1-f][1,2,4]triazine), C(C)(C)N(C(C)C)CC (N,N-Diisopropylethylamine), COC=1C=C(N)C=C(C1OC)OC (3,4,5-Trimethoxyaniline). Run in COCCO (2-Methoxyethanol). Conditions: temperature 180 celsius. The product is CS(=O)(=O)C1=CC=C(C=C1)C1=CC=C2C=NC(=NN21)NC2=CC(=C(C(=C2)OC)OC)OC ([7-(4-Methanesulfonyl-phenyl)-pyrrolo[2,1-f][1,2,4]triazin-2-yl]-(3,4,5-trimethoxy-phenyl)-amine). The yield is 14.4%. Reaction SMILES: CS([C:4]1[N:9]=[CH:8][C:7]2=[CH:10][CH:11]=[C:12]([C:13]3[CH:18]=[CH:17][C:16]([S:19]([CH3:22])(=[O:21])=[O:20])=[CH:15][CH:14]=3)[N:6]2[N:5]=1)=O.C(N(CC)C(C)C)(C)C.[CH3:32][O:33][C:34]1[CH:35]=[C:36]([CH:38]=[C:39]([O:43][CH3:44])[C:40]=1[O:41][CH3:42])[NH2:37]>COCCO>[CH3:22][S:19]([C:16]1[CH:17]=[CH:18][C:13]([C:12]2[N:6]3[C:7]([CH:8]=[N:9][C:4]([NH:37][C:36]4[CH:38]=[C:39]([O:43][CH3:44])[C:40]([O:41][CH3:42])=[C:34]([O:33][CH3:32])[CH:35]=4)=[N:5]3)=[CH:10][CH:11]=2)=[CH:14][CH:15]=1)(=[O:21])=[O:20]. Procedure details: 2-Methanesulfinyl-7-(4-methanesulfonyl-phenyl)-pyrrolo[2,1-f][1,2,4]triazine (125 mg, 0.000373 mol), N,N-Diisopropylethylamine (0.0974 mL, 0.000559 mol) and 3,4,5-Trimethoxyaniline (81.9 mg, 0.000447 mol) were dissolved in 2-Methoxyethanol (2.2 mL) and the reaction was heated at 180° C. under 300 W microwave conditions until HPLC showed consumption of starting material. The reaction mixture was then reduced en vacuo and the product was isolated and purified by Gilson prep HPLC to afford 24.45 mg... The reactants are ClC1=CC=C(C=C1)N1C(=NC2=C(C1=O)C=NN2C=2C=C(C#N)C=CC2)C2=CC=C(C=C2)B2OC(C(O2)(C)C)(C)C (3-{5-(4-chloro-phenyl)-4-oxo-6-[4-(4,4,5,5-tetramethyl-[1,3,2]-dioxaborolan-2-yl)-phenyl]-4,5-dihydro-pyrazolo[3,4-d]pyrimidin-1-yl}-benzonitrile), NC=1C=CC(=NC1)Br (5-amino-2-bromopyridine), C([O-])([O-])=O.[Cs+].[Cs+] (cesium carbonate). Reagents/catalysts: C1=CC=C(C=C1)P([C-]2C=CC=C2)C3=CC=CC=C3.C1=CC=C(C=C1)P([C-]2C=CC=C2)C3=CC=CC=C3.Cl[Pd]Cl.[Fe+2] (Pd(dppf)2Cl2). The solvent is O (water), CN(C=O)C (N,N-dimethylformamide). Reaction conditions: temperature 100 celsius. Product: NC=1C=CC(=NC1)C1=CC=C(C=C1)C=1N(C(C2=C(N1)N(N=C2)C=2C=C(C#N)C=CC2)=O)C2=CC=C(C=C2)Cl (3-[6-[4-(5-amino-pyridin-2-yl)-phenyl]-5-(4-chloro-phenyl)-4-oxo-4,5-dihydro-pyrazolo[3,4-d]pyrimidin-1-yl]-benzonitrile). As a reaction SMILES: [Cl:1][C:2]1[CH:7]=[CH:6][C:5]([N:8]2[C:13](=[O:14])[C:12]3[CH:15]=[N:16][N:17]([C:18]4[CH:19]=[C:20]([CH:23]=[CH:24][CH:25]=4)[C:21]#[N:22])[C:11]=3[N:10]=[C:9]2[C:26]2[CH:31]=[CH:30][C:29](B3OC(C)(C)C(C)(C)O3)=[CH:28][CH:27]=2)=[CH:4][CH:3]=1.[NH2:41][C:42]1[CH:43]=[CH:44][C:45](Br)=[N:46][CH:47]=1.C(=O)([O-])[O-].[Cs+].[Cs+]>CN(C)C=O.O.C1C=CC(P(C2C=CC=CC=2)[C-]2C=CC=C2)=CC=1.C1C=CC(P(C2C=CC=CC=2)[C-]2C=CC=C2)=CC=1.Cl[Pd]Cl.[Fe+2]>[NH2:41][C:42]1[CH:43]=[CH:44][C:45]([C:29]2[CH:30]=[CH:31][C:26]([C:9]3[N:8]([C:5]4[CH:4]=[CH:3][C:2]([Cl:1])=[CH:7][CH:6]=4)[C:13](=[O:14])[C:12]4[CH:15]=[N:16][N:17]([C:18]5[CH:19]=[C:20]([CH:23]=[CH:24][CH:25]=5)[C:21]#[N:22])[C:11]=4[N:10]=3)=[CH:27][CH:28]=2)=[N:46][CH:47]=1 |f:2.3.4,7.8.9.10|. Reported procedure: A solution of 3-{5-(4-chloro-phenyl)-4-oxo-6-[4-(4,4,5,5-tetramethyl-[1,3,2]-dioxaborolan-2-yl)-phenyl]-4,5-dihydro-pyrazolo[3,4-d]pyrimidin-1-yl}-benzonitrile (prepared as described in example 40, 1.00 g, 1.81 mmol) in N,N-dimethylformamide (25 mL) is added and the resulted mixture is degassed with argon for 0.5 h. Then 5-amino-2-bromopyridine (0.472 g, 2.72 mmol), cesium carbonate (1.18 g, 3.62 mmol), Pd(dppf)2Cl2 (0.147 g, 0.181 mmol) and is degassed with argon for 0.5 h. The reaction mixture...